From a dataset of the Open Reaction Database (ORD), a public repository of structured organic reaction records. describe an organic reaction: reactants, conditions, products, and yield The reactants are CC(=O)OC(C)=O, CCOC(C)=O, Cl[Fe](Cl)Cl, COC(=O)C(C)Oc1ccccc1. The product is COC(=O)C(C)Oc1ccc(C(C)=O)cc1. RXN SMILES: [CH3:14][C:15](=[O:16])[O:17][C:18](=[O:19])[CH3:20].[CH3:25][CH2:26][O:27][C:28](=[O:29])[CH3:30].[Cl:21][Fe:22]([Cl:23])[Cl:24].[O:1]([c:2]1[cH:3][cH:4][cH:5][cH:6][cH:7]1)[CH:8]([C:9](=[O:10])[O:11][CH3:12])[CH3:13]>>[O:1]([c:2]1[cH:3][cH:4][c:5]([C:15]([CH3:14])=[O:16])[cH:6][cH:7]1)[CH:8]([C:9](=[O:10])[O:11][CH3:12])[CH3:13]. The reactants are C(C(C)(C)C)(=O)OC=1C=C(C=CC1OC(C(C)(C)C)=O)CCNC(=O)C=1C=NC=CC1 (3-{N-[β-(3,4-Dipivalyloxyphenyl)ethyl]}carbamoylpyridine), C(C(C)(C)C)(=O)OC=1C=C(C=CC1OC(C(C)(C)C)=O)CCNC(=O)C=1C=NC=CC1 (3-{N-[β-(3,4-Dipivalyloxyphenyl)ethyl]}carbamoylpyridine), CI (methyl iodide), yellow crystalline needles. The solvent is CO (methanol). Product: [I-].C[N+]1=CC(=CC=C1)C(NCCC1=CC(=C(C=C1)OC(C)=O)OC(C)=O)=O (1-Methyl-3-{N-[β-(3,4-diacetoxyphenyl)ethyl]}carbamoylpyridinium iodide). RXN SMILES: [C:1]([O:7][C:8]1[CH:9]=[C:10]([CH2:21][CH2:22][NH:23][C:24]([C:26]2[CH:27]=[N:28][CH:29]=[CH:30][CH:31]=2)=[O:25])[CH:11]=[CH:12][C:13]=1[O:14][C:15](=[O:20])[C:16](C)(C)C)(=[O:6])[C:2](C)(C)C.[CH3:32][I:33]>CO>[I-:33].[CH3:32][N+:28]1[CH:29]=[CH:30][CH:31]=[C:26]([C:24](=[O:25])[NH:23][CH2:22][CH2:21][C:10]2[CH:11]=[CH:12][C:13]([O:14][C:15](=[O:20])[CH3:16])=[C:8]([O:7][C:1](=[O:6])[CH3:2])[CH:9]=2)[CH:27]=1 |f:3.4|. Procedure: To a solution of 1.71 g (5 mmol) of 3-{N-[β-(3,4-diacetoxyphenyl)ethyl]}carbamoylpyridine (prepared like compound 8c), 1.41 g (10 mmol) of methyl iodide were added and the mixture was refluxed overnight under stirring. The acetone solution was then decanted from the insoluble oily residue. Ether was added to the acetone solution and the solid which separated was crystallized from acetone/ether. Yield, 1.9 g (78%) of yellow crystalline needles, m.p. 171°-173° C. U.V. (methanol) 215, 265 nm; NMR (... Reaction SMILES: [Cl:10][c:11]1[cH:12][cH:13][c:14]([CH:15]=[N:16][OH:17])[cH:18][cH:19]1.[Cl:20][N:21]1[C:22](=[O:23])[CH2:24][CH2:25][C:26]1=[O:27].[F:1][c:2]1[cH:3][cH:4][c:5]([CH:6]=[O:7])[cH:8][cH:9]1.[O:28]=[CH:29][N:30]([CH3:31])[CH3:32]>>[Cl:10][c:11]1[cH:12][cH:13][c:14]([C:15](=[N:16][OH:17])[Cl:20])[cH:18][cH:19]1. Product: ON=C(Cl)c1ccc(Cl)cc1. Reactants: ON=Cc1ccc(Cl)cc1, O=C1CCC(=O)N1Cl, O=Cc1ccc(F)cc1, CN(C)C=O.